Dataset: the Open Reaction Database (ORD), a public repository of structured organic reaction records. Task: describe an organic reaction: reactants, conditions, products, and yield Starting materials: CCCc1c(COc2ccc(Cc3nnnn3CCCBr)cc2)ccc(C(C)=O)c1O, CNC, CC#N. Yields the product CCCc1c(COc2ccc(Cc3nnnn3CCCN(C)C)cc2)ccc(C(C)=O)c1O. RXN SMILES: [C:1]([CH3:2])(=[O:3])[c:4]1[c:5]([OH:31])[c:6]([CH2:28][CH2:29][CH3:30])[c:7]([CH2:10][O:11][c:12]2[cH:13][cH:14][c:15]([CH2:18][c:19]3[n:20][n:21][n:22][n:23]3[CH2:24][CH2:25][CH2:26][Br:27])[cH:16][cH:17]2)[cH:8][cH:9]1.[CH3:32][NH:33][CH3:34].[CH3:35][C:36]#[N:37]>>[C:1]([CH3:2])(=[O:3])[c:4]1[c:5]([OH:31])[c:6]([CH2:28][CH2:29][CH3:30])[c:7]([CH2:10][O:11][c:12]2[cH:13][cH:14][c:15]([CH2:18][c:19]3[n:20][n:21][n:22][n:23]3[CH2:24][CH2:25][CH2:26][N:33]([CH3:32])[CH3:34])[cH:16][cH:17]2)[cH:8][cH:9]1. Reactants: heteroaryl substituted phenyl, COC(CNC(=O)C1=NC=C(C=C1O)C1=CC(=CC=C1)C#N)=O ({[5-(3-cyano-phenyl)-3-hydroxy-pyridine-2-carbonyl]-amino}acetic acid methyl ester), C[Si](C)(C)N=[N+]=[N-] (trimethylsilyl azide), C(CCC)[Sn](CCCC)=O (di-butyl tin oxide), COCCOC (DME). Reaction conditions: temperature 140 celsius. Product: COC(CNC(=O)C1=NC=C(C=C1O)C1=CC(=CC=C1)NC(=O)C1CC1)=O (({5-[3-(Cyclopropanecarbonyl-amino)-phenyl]-3-hydroxy-pyridine-2-carbonyl}-amino)-acetic acid methyl ester). RXN SMILES: [CH3:1][O:2][C:3](=[O:23])[CH2:4][NH:5][C:6]([C:8]1[C:13]([OH:14])=[CH:12][C:11]([C:15]2[CH:20]=[CH:19][CH:18]=[C:17](C#N)[CH:16]=2)=[CH:10][N:9]=1)=[O:7].C[Si]([N:28]=[N+]=[N-])(C)C.C([Sn](=O)CC[CH2:38][CH3:39])CCC.C[O:42][CH2:43][CH2:44]OC>>[CH3:1][O:2][C:3](=[O:23])[CH2:4][NH:5][C:6]([C:8]1[C:13]([OH:14])=[CH:12][C:11]([C:15]2[CH:20]=[CH:19][CH:18]=[C:17]([NH:28][C:43]([CH:44]3[CH2:39][CH2:38]3)=[O:42])[CH:16]=2)=[CH:10][N:9]=1)=[O:7]. Procedure: The following heteroaryl substituted phenyl compound can be prepared from {[5-(3-cyano-phenyl)-3-hydroxy-pyridine-2-carbonyl]-amino}acetic acid methyl ester by treatment with trimethylsilyl azide and di-butyl tin oxide in DME and heating the mixture to 140° C., 150 W, 200 psi in a microwave reactor.